From a dataset of the Open Reaction Database (ORD), a public repository of structured organic reaction records. describe an organic reaction: reactants, conditions, products, and yield The reactants are C[C@@]1(NC=2N(C(C=C(N2)N2CCOCC2)=O)C1)C(F)(F)F ((2S)-2-methyl-7-(morpholin-4-yl)-2-(trifluoromethyl)-2,3-dihydroimidazo[1,2-a]pyrimidin-5(1H)-one), BrCC1=C(C(=CC=C1)F)F (1-(bromomethyl)-2,3-difluorobenzene), C([O-])([O-])=O.[Cs+].[Cs+] (caesium carbonate). Product: FC1=C(CN2[C@@](CN3C2=NC(=CC3=O)N3CCOCC3)(C(F)(F)F)C)C=CC=C1F ((2S)-1-(2,3-Difluorobenzyl)-2-methyl-7-(morpholin-4-yl)-2-(trifluoromethyl)-2,3-dihydroimidazo[1,2-a]pyrimidin-5(1H)-one). Reaction SMILES: [CH3:1][C@@:2]1([C:18]([F:21])([F:20])[F:19])[CH2:17][N:5]2[C:6](=[O:16])[CH:7]=[C:8]([N:10]3[CH2:15][CH2:14][O:13][CH2:12][CH2:11]3)[N:9]=[C:4]2[NH:3]1.Br[CH2:23][C:24]1[CH:29]=[CH:28][CH:27]=[C:26]([F:30])[C:25]=1[F:31].C(=O)([O-])[O-].[Cs+].[Cs+]>>[F:31][C:25]1[C:26]([F:30])=[CH:27][CH:28]=[CH:29][C:24]=1[CH2:23][N:3]1[C:4]2=[N:9][C:8]([N:10]3[CH2:11][CH2:12][O:13][CH2:14][CH2:15]3)=[CH:7][C:6](=[O:16])[N:5]2[CH2:17][C@@:2]1([CH3:1])[C:18]([F:21])([F:19])[F:20] |f:2.3.4|. Procedure details: The product is prepared according to the procedure described in stage k of Example 1, using 100 mg of (2S)-2-methyl-7-(morpholin-4-yl)-2-(trifluoromethyl)-2,3-dihydroimidazo[1,2-a]pyrimidin-5(1H)-one (Example 1j) and 82 mg of 1-(bromomethyl)-2,3-difluorobenzene, replacing the sodium hydride with 214 mg of caesium carbonate. After purification by preparative HPLC/MS (method C), 90 mg of (2S)-1-(2,3-difluorobenzyl)-2-methyl-7-(morpholin-4-yl)-2-(trifluoromethyl)-2,3-dihydroimidazo[1,2-a]pyrimidin-... Reactants: F[B-](F)(F)F.C[O+](C)C (trimethyloxonium tetrafluoroborate), C(C(C)C)(=O)O[C@H]1[C@@H](OC([C@H](COC([C@@H]1CCO)=O)NC(=O)OC(C)(C)C)=O)C ((3S,6S,7R,8R)-3-(tert-butoxycarbonyl-amino)-8-(2-hydroxyethyl)-6-methyl-4,9-dioxo-1,5-dioxonan-7-yl isobutyrate), CN(C)C1=CC=CC2=C1C(=CC=C2)N(C)C (Proton Sponge), [O-]S(=O)(=O)[O-].[Na+].[Na+] (Na2SO4). The solvent is C(Cl)Cl (CH2Cl2), CCOC(=O)C (EtOAc). Run at temperature 22 celsius, time 5 hour. Product: C(C(C)C)(=O)O[C@H]1[C@@H](OC([C@H](COC([C@@H]1CCOC)=O)NC(=O)OC(C)(C)C)=O)C ((3S,6S,7R,8R)-3-(tert-butoxycarbonylamino)-8-(2-methoxyethyl)-6-methyl-4,9-dioxo-1,5-dioxonan-7-yl isobutyrate). Isolated yield 71.0%. Reaction SMILES: [C:1]([O:6][C@@H:7]1[C@@H:15]([CH2:16][CH2:17][OH:18])[C:14](=[O:19])[O:13][CH2:12][C@H:11]([NH:20][C:21]([O:23][C:24]([CH3:27])([CH3:26])[CH3:25])=[O:22])[C:10](=[O:28])[O:9][C@H:8]1[CH3:29])(=[O:5])[CH:2]([CH3:4])[CH3:3].[CH3:30]N(C1C2C(N(C)C)=CC=CC=2C=CC=1)C.[O-]S([O-])(=O)=O.[Na+].[Na+].F[B-](F)(F)F.C[O+](C)C>C(Cl)Cl.CCOC(C)=O>[C:1]([O:6][C@@H:7]1[C@@H:15]([CH2:16][CH2:17][O:18][CH3:30])[C:14](=[O:19])[O:13][CH2:12][C@H:11]([NH:20][C:21]([O:23][C:24]([CH3:26])([CH3:25])[CH3:27])=[O:22])[C:10](=[O:28])[O:9][C@H:8]1[CH3:29])(=[O:5])[CH:2]([CH3:4])[CH3:3] |f:2.3.4,5.6|. Procedure: A round bottom flask was charged with (3S,6S,7R,8R)-3-(tert-butoxycarbonyl-amino)-8-(2-hydroxyethyl)-6-methyl-4,9-dioxo-1,5-dioxonan-7-yl isobutyrate (200 mg, 0.48 mmol), Proton Sponge™ (700 mg, 4.05 mmol), Na2SO4 in CH2Cl2 (10 mL) at 0° C. To the resulting suspension was added trimethyloxonium tetrafluoroborate (Me3OBF4, 320 mg, 2.16 mmol), and the suspension was warmed to room temperature (about 22° C.) and stirred for 5 h. The mixture was diluted with EtOAc, filtered, and the filtrate was was... The reactants are NC=1SC=CN1 (2-aminothiazole), C(CC)OC(=O)C#CC(=O)OCCC (acetylene dicarboxylic acid di-n-propyl ester). Run in C(C)O (ethanol). Conditions: time 8 hour. Yields the product C(CC)OC(=O)C1=CC(N=C2N1C=CS2)=O (7H-thiazolo-[3,2-a]-pyrimidin-7-one-5-carboxylic acid n-propyl ester). RXN SMILES: [NH2:1][C:2]1[S:3][CH:4]=[CH:5][N:6]=1.[CH2:7]([O:10][C:11]([C:13]#[C:14][C:15](OCCC)=[O:16])=[O:12])[CH2:8][CH3:9]>C(O)C>[CH2:7]([O:10][C:11]([C:13]1[N:6]2[CH:5]=[CH:4][S:3][C:2]2=[N:1][C:15](=[O:16])[CH:14]=1)=[O:12])[CH2:8][CH3:9]. Procedure details: 10 g of 2-aminothiazole are dissolved in 150 ml of absolute ethanol and 19.8 g of acetylene dicarboxylic acid di-n-propyl ester are added to the resulting solution. The mixture is heated to 50° to 60° C. for 10 minutes. After standing overnight at room temperature the precipitate is filtered off, washed with ether and dried in vacuo. 7H-thiazolo-[3,2-a]-pyrimidin-7-one-5-carboxylic acid n-propyl ester melting at 154°-156° C. with decomposition is thus obtained in a yield of 14.5 g (61% of the th... Reactants: N1=CC(=CC=C1)N (pyridin-3-amine), ClC=1C=C(C(=O)OO)C=CC1 (m-chloroperoxybenzoic acid). Solvent: C(Cl)Cl (DCM). Reaction conditions: time 2 hour. Product: Cl.NC=1C=[N+](C=CC1)[O-] (3-aminopyridine-1-oxide hydrochloride). Reaction SMILES: [N:1]1[CH:6]=[CH:5][CH:4]=[C:3]([NH2:7])[CH:2]=1.[Cl:8]C1C=C(C=CC=1)C(OO)=[O:13]>C(Cl)Cl>[ClH:8].[NH2:7][C:3]1[CH:2]=[N+:1]([O-:13])[CH:6]=[CH:5][CH:4]=1 |f:3.4|. Reported procedure: To a mixture of pyridin-3-amine (C-1) (10.0 g, 106.3 mmol, 1.0 eq) in DCM (100 mL) at 0° C., m-chloroperoxybenzoic acid (22.0 g, 128 mmol, 1.2 eq) is added in portions (over 15 min). The resulting mixture is allowed to warm to RT and then stirred at RT for 2 h. The reaction is quenched with water (100 mL). The organic phase is separated and the aqueous layer is extracted with DCM (2×100 mL). The resulting aqueous phase is neutralized with concentrated HCl to adjust the pH to 2-3. To this mixture... Starting materials: ClC1=NC(=NC(=C1)Cl)SCC1=C(C(=CC=C1)F)F (4,6-dichloro-2-[(2,3-difluorobenzyl)thio]pyrimidine), FC1=C(C=CC=C1F)CSC1=NC(=CC(=N1)NS(=O)(=O)N1CCC1)OC(CO)CO (N-[2-[[(2,3-difluorophenyl)methyl]thio]-6-[2-hydroxy-1-(hydroxymethyl)ethoxy]-4-pyrimidinyl]-1-azetidinesulfonamide), C(CO)O (ethylene glycol), [H-].[Na+] (NaH). The solvent is C1CCOC1 (THF). Run at time 8 hour. Product: ClC1=CC(=NC(=N1)SCC1=C(C(=CC=C1)F)F)OCCO (2-({6-Chloro-2-[(2,3-difluorobenzyl)thio]pyrimidin-4-yl}oxy)ethanol). As a reaction SMILES: Cl[C:2]1[CH:7]=[C:6]([Cl:8])[N:5]=[C:4]([S:9][CH2:10][C:11]2[CH:16]=[CH:15][CH:14]=[C:13]([F:17])[C:12]=2[F:18])[N:3]=1.FC1C(F)=CC=CC=1CSC1N=C(NS(N2CCC2)(=O)=O)C=C([O:43][CH:44](CO)[CH2:45][OH:46])N=1.C(O)CO.[H-].[Na+]>C1COCC1>[Cl:8][C:6]1[N:5]=[C:4]([S:9][CH2:10][C:11]2[CH:16]=[CH:15][CH:14]=[C:13]([F:17])[C:12]=2[F:18])[N:3]=[C:2]([O:43][CH2:44][CH2:45][OH:46])[CH:7]=1 |f:3.4|. Procedure details: To a solution of 4,6-dichloro-2-[(2,3-difluorobenzyl)thio]pyrimidine ((the product of example 1 step 5 g) and ethylene glycol (1.517 g) in THF (100 ml) was added NaH (1.3 g) slowly and the reaction was then allowed to stir overnight at RT. The reaction mixture was then partitioned between EtOAc (200 ml) and H2O (200 ml). The organics were separated and the aqueous layer was re-extracted with EtOAc (2×200 ml). Organics were combined, dried (MgSO4) and reduced in vacuo and the resulting residue wa... The reactants are CCOC(=O)C12CC1C=CCCCOCC(NC(=O)OC(C)(C)C)C(=O)N1CC(OC(=O)N3Cc4cccc(F)c4C3)CC1C(=O)N2, C1CCOC1, [Na+], [OH-], O. The product is CC(C)(C)OC(=O)NC1COCCCC=CC2CC2(C(=O)O)NC(=O)C2CC(OC(=O)N3Cc4cccc(F)c4C3)CN2C1=O. Reaction SMILES: [C:1]([CH3:2])([CH3:3])([CH3:4])[O:5][C:6](=[O:7])[NH:8][CH:9]1[CH2:10][O:11][CH2:12][CH2:13][CH2:14][CH:15]=[CH:16][CH:17]2[C:18]([C:43](=[O:44])[O:45][CH2:46][CH3:47])([NH:19][C:20](=[O:41])[CH:21]3[N:22]([C:23]1=[O:24])[CH2:25][CH:26]([O:28][C:29](=[O:30])[N:31]1[CH2:32][c:33]4[cH:34][cH:35][cH:36][c:37]([F:40])[c:38]4[CH2:39]1)[CH2:27]3)[CH2:42]2.[CH2:50]1[O:51][CH2:52][CH2:53][CH2:54]1.[Na+:49].[OH-:48].[OH2:55]>>[C:1]([CH3:2])([CH3:3])([CH3:4])[O:5][C:6](=[O:7])[NH:8][CH:9]1[CH2:10][O:11][CH2:12][CH2:13][CH2:14][CH:15]=[CH:16][CH:17]2[C:18]([C:43](=[O:44])[OH:45])([NH:19][C:20](=[O:41])[CH:21]3[N:22]([C:23]1=[O:24])[CH2:25][CH:26]([O:28][C:29](=[O:30])[N:31]1[CH2:32][c:33]4[cH:34][cH:35][cH:36][c:37]([F:40])[c:38]4[CH2:39]1)[CH2:27]3)[CH2:42]2. Starting materials: COC=1C=C2C(=NC=NC2=CC1OC)OC1=CC(=C(N)C=C1)[N+](=O)[O-] (4-[(6,7-Dimethoxy-4-quinazolinyl)oxy]-2-nitroaniline), ClC(Cl)(OC(OC(Cl)(Cl)Cl)=O)Cl (triphosgene), C([O-])(O)=O.[Na+] (sodium bicarbonate), CCC(CC#C)O (5-hexyn-3-ol). The solvent is C(C)N(CC)CC (triethylamine), C1(=CC=CC=C1)C (toluene), C(Cl)Cl (methylene chloride). Yields the product COC=1C=C2C(=NC=NC2=CC1OC)OC1=CC(=C(C=C1)NC(OC(CC#C)CC)=O)[N+](=O)[O-] (1-Ethyl-3-butynyl N-{4-[(6,7-dimethoxy-4-quinazolinyl)oxy]-2-nitrophenyl}carbamate). Yield: 84.4%. As a reaction SMILES: [CH3:1][O:2][C:3]1[CH:4]=[C:5]2[C:10](=[CH:11][C:12]=1[O:13][CH3:14])[N:9]=[CH:8][N:7]=[C:6]2[O:15][C:16]1[CH:22]=[CH:21][C:19]([NH2:20])=[C:18]([N+:23]([O-:25])=[O:24])[CH:17]=1.Cl[C:27](Cl)([O:29]C(=O)OC(Cl)(Cl)Cl)Cl.[CH3:38][CH2:39][CH:40]([OH:44])[CH2:41][C:42]#[CH:43].C(=O)(O)[O-].[Na+]>C(Cl)Cl.C(N(CC)CC)C.C1(C)C=CC=CC=1>[CH3:1][O:2][C:3]1[CH:4]=[C:5]2[C:10](=[CH:11][C:12]=1[O:13][CH3:14])[N:9]=[CH:8][N:7]=[C:6]2[O:15][C:16]1[CH:22]=[CH:21][C:19]([NH:20][C:27](=[O:29])[O:44][CH:40]([CH2:39][CH3:38])[CH2:41][C:42]#[CH:43])=[C:18]([N+:23]([O-:25])=[O:24])[CH:17]=1 |f:3.4|. Procedure details: 4-[(6,7-Dimethoxy-4-quinazolinyl)oxy]-2-nitroaniline (100 mg) was added to toluene (10 ml) and triethylamine (1 ml), and the mixture was heated under reflux to prepare a solution. A solution of triphosgene (140 mg) in methylene chloride was then added thereto, and the mixture was heated under reflux for 10 min. Next, 5-hexyn-3-ol (43 mg) was added thereto, and the mixture was further stirred with heating under reflux for 3 hr. A saturated aqueous sodium bicarbonate solution was added to stop the... The reactants are CN(C)P(N(C)C)N(C)C, Cc1ccccc1, C1CNCCOCCNCCN1. Yields the product C1CN2CCN3CCN(CCO1)P23. RXN SMILES: [CH3:13][N:14]([P:15]([N:17]([CH3:18])[CH3:19])[N:20]([CH3:21])[CH3:22])[CH3:16].[CH3:23][c:24]1[cH:25][cH:26][cH:27][cH:28][cH:29]1.[O:1]1[CH2:2][CH2:3][NH:4][CH2:5][CH2:6][NH:7][CH2:8][CH2:9][NH:10][CH2:11][CH2:12]1>>[O:1]1[CH2:2][CH2:3][N:4]2[CH2:5][CH2:6][N:7]3[CH2:8][CH2:9][N:10]([CH2:11][CH2:12]1)[P:15]23. Reactants: FC1=C(C=CC=C1)NC(=O)NC (N-(2-fluorophenyl)-N'-methyl urea), NC(=O)N (urea), C([O-])(O)=O.[Na+] (sodium bicarbonate), CSCCl (chloromethyl methyl sulfide). Solvent: CC(=O)C (acetone). Run at time 2 hour. Yields the product CN(C(=O)NC1=C(C=CC=C1)F)CSC (N-methyl-N-methylthiomethyl-N'-(2-fluorophenyl) urea). RXN SMILES: [F:1][C:2]1[CH:7]=[CH:6][CH:5]=[CH:4][C:3]=1[NH:8][C:9]([NH:11][CH3:12])=[O:10].C(=O)(O)[O-].[Na+].[CH3:18][S:19][CH2:20]Cl.NC(N)=O>CC(C)=O>[CH3:12][N:11]([CH2:18][S:19][CH3:20])[C:9]([NH:8][C:3]1[CH:4]=[CH:5][CH:6]=[CH:7][C:2]=1[F:1])=[O:10] |f:1.2|. Procedure: To a stirred slurry of 16.8 g. (0.1 mol) of N-(2-fluorophenyl)-N'-methyl urea, dissolved in 500 ml. of acetone containing 9.24 g. (0.11 mol) of sodium bicarbonate was added 10.6 g. ((0.11 mol) of chloromethyl methyl sulfide. The resulting mixture was stirred for 2 hours at a gentle reflux. The precipitated solid was removed by filtration. The filtrate was evaporated to give a clear oil. Crystallization from benzene gave 7.1 g. of the original urea. The filtrate from this crystallization was evap... The reactants are CN(C)c1ccncc1, Cc1cc(O)c(C(=O)c2ccccc2)cc1Cl, COc1cc2nccc(Cl)c2cc1OC, Clc1ccccc1Cl. Product: COc1cc2nccc(Oc3cc(C)c(Cl)cc3C(=O)c3ccccc3)c2cc1OC. Reaction SMILES: [CH3:33][N:34]([CH3:35])[c:36]1[cH:37][cH:38][n:39][cH:40][cH:41]1.[Cl:16][c:17]1[c:18]([CH3:32])[cH:19][c:20]([OH:31])[c:21]([C:22](=[O:23])[c:24]2[cH:25][cH:26][cH:27][cH:28][cH:29]2)[cH:30]1.[Cl:1][c:2]1[cH:3][cH:4][n:5][c:6]2[cH:7][c:8]([O:14][CH3:15])[c:9]([O:12][CH3:13])[cH:10][c:11]12.[Cl:42][c:43]1[cH:44][cH:45][cH:46][cH:47][c:48]1[Cl:49]>>[c:2]1([O:31][c:20]2[cH:19][c:18]([CH3:32])[c:17]([Cl:16])[cH:30][c:21]2[C:22](=[O:23])[c:24]2[cH:25][cH:26][cH:27][cH:28][cH:29]2)[cH:3][cH:4][n:5][c:6]2[cH:7][c:8]([O:14][CH3:15])[c:9]([O:12][CH3:13])[cH:10][c:11]12.